From a dataset of the Open Reaction Database (ORD), a public repository of structured organic reaction records. describe an organic reaction: reactants, conditions, products, and yield Reactants: ClC1=CC=C2C(=C(C(C(C2=C1)(C)CC)=O)C(=O)NCC(=O)OC(C)(C)C)O (1,1-Dimethylethyl N-((7-chloro-1-ethyl-4-hydroxy-1-methyl-2-oxo-naphthalen-3-yl)carbonyl)glycinate), C(=O)(C(F)(F)F)O (TFA). The product is ClC1=CC=C2C(=C(C(C(C2=C1)(C)CC)=O)C(=O)NCC(=O)O)O (N-((7-Chloro-1-ethyl-4-hydroxy-1-methyl-2-oxo-naphthalen-3-yl)carbonyl)glycine). Yield: 81.3%. As a reaction SMILES: [Cl:1][C:2]1[CH:11]=[C:10]2[C:5]([C:6]([OH:27])=[C:7]([C:16]([NH:18][CH2:19][C:20]([O:22]C(C)(C)C)=[O:21])=[O:17])[C:8](=[O:15])[C:9]2([CH2:13][CH3:14])[CH3:12])=[CH:4][CH:3]=1.C(O)(C(F)(F)F)=O>>[Cl:1][C:2]1[CH:11]=[C:10]2[C:5]([C:6]([OH:27])=[C:7]([C:16]([NH:18][CH2:19][C:20]([OH:22])=[O:21])=[O:17])[C:8](=[O:15])[C:9]2([CH2:13][CH3:14])[CH3:12])=[CH:4][CH:3]=1. Reported procedure: 1,1-Dimethylethyl N-((7-chloro-1-ethyl-4-hydroxy-1-methyl-2-oxo-naphthalen-3-yl)carbonyl)glycinate (393 mg, 998 μmol) was stirred in TFA (3 mL, 40.4 mmol) at room temperature for 20 minutes. The TFA was removed in vacuo, and water was added. The resulting precipitate was filtered and washed with water to give the desired product as a white solid (274 mg). MS (m/e)=338 (M+H)+. Calculated for C16H16ClNO5 337.07. The reactants are Cc1nc(-c2ccccn2)ncc1C(=O)O, Cc1cn(N)c2ccc(F)cc12, CN(C)C=O. The product is Cc1nc(-c2ccccn2)ncc1C(=O)Nn1cc(C)c2cc(F)ccc21. RXN SMILES: [CH3:13][c:14]1[n:15][c:16](-[c:23]2[n:24][cH:25][cH:26][cH:27][cH:28]2)[n:17][cH:18][c:19]1[C:20](=[O:21])[OH:22].[F:1][c:2]1[cH:3][c:4]2[c:5]([CH3:12])[cH:6][n:7]([NH2:11])[c:8]2[cH:9][cH:10]1.[O:29]=[CH:30][N:31]([CH3:32])[CH3:33]>>[F:1][c:2]1[cH:3][c:4]2[c:5]([CH3:12])[cH:6][n:7]([NH:11][C:20]([c:19]3[c:14]([CH3:13])[n:15][c:16](-[c:23]4[n:24][cH:25][cH:26][cH:27][cH:28]4)[n:17][cH:18]3)=[O:21])[c:8]2[cH:9][cH:10]1. Starting materials: CN(CC1CC1)c1cc(NC(=O)OC(C)(C)C)c(N)cc1C(F)(F)F, CC(C)(C)OC(=O)CC(=O)c1ccnc(C#N)c1. Product: CN(CC1CC1)c1cc(NC(=O)OC(C)(C)C)c(NC(=O)CC(=O)c2ccnc(C#N)c2)cc1C(F)(F)F. Reaction SMILES: [C:1]([CH3:2])([CH3:3])([CH3:4])[O:5][C:6]([NH:7][c:8]1[c:9]([NH2:24])[cH:10][c:11]([C:20]([F:21])([F:22])[F:23])[c:12]([N:14]([CH3:15])[CH2:16][CH:17]2[CH2:18][CH2:19]2)[cH:13]1)=[O:25].[C:26]([CH3:28])([CH3:29])([O:30][C:31](=[O:27])[CH2:32][C:33](=[O:34])[c:35]1[cH:36][c:37]([C:41]#[N:42])[n:38][cH:39][cH:40]1)[CH3:43]>>[C:1]([CH3:2])([CH3:3])([CH3:4])[O:5][C:6]([NH:7][c:8]1[c:9]([NH:24][C:31](=[O:30])[CH2:32][C:33](=[O:34])[c:35]2[cH:36][c:37]([C:41]#[N:42])[n:38][cH:39][cH:40]2)[cH:10][c:11]([C:20]([F:21])([F:22])[F:23])[c:12]([N:14]([CH3:15])[CH2:16][CH:17]2[CH2:18][CH2:19]2)[cH:13]1)=[O:25]. Starting materials: CS(=O)(=O)Cl (Methanesulfonyl chloride), OC1CC(C1)(C(=O)OCC)C(=O)OCC (diethyl 3-hydroxy-1,1-cyclobutanedicarboxylate), ice water. The solvent is N1=CC=CC=C1 (pyridine). Reaction conditions: time 4 hour. Yields the product CS(=O)(=O)OC1CC(C1)(C(=O)OCC)C(=O)OCC (diethyl 3-[(methylsulfonyl)oxy]-1,1-cyclobutanedicarboxylate). The yield is 87.9%. As a reaction SMILES: [OH:1][CH:2]1[CH2:5][C:4]([C:11]([O:13][CH2:14][CH3:15])=[O:12])([C:6]([O:8][CH2:9][CH3:10])=[O:7])[CH2:3]1.[CH3:16][S:17](Cl)(=[O:19])=[O:18]>N1C=CC=CC=1>[CH3:16][S:17]([O:1][CH:2]1[CH2:5][C:4]([C:6]([O:8][CH2:9][CH3:10])=[O:7])([C:11]([O:13][CH2:14][CH3:15])=[O:12])[CH2:3]1)(=[O:19])=[O:18]. Procedure details: A solution of diethyl 3-hydroxy-1,1-cyclobutanedicarboxylate (0.268 g, 0.00116 mol) in pyridine (7 mL) was cooled to 0° C. Methanesulfonyl chloride (0.11 mL, 0.160 g, 0.00140 mol) was added dropwise, keeping the temperature below 2° C. The mixture was stirred for four hours, and then poured into ice water (20 mL) and extracted with ethyl ether (2×10 mL). The combined organic layers were washed with water (3×10 mL) and brine (10 mL). The organic layer was dried over magnesium sulfate and the solv... Reactants: C(CO)(=O)OCC (ethyl glycolate), NC1=NC=NC=C1N (4,5-diaminopyrimidine), C (charcoal). Reaction conditions: temperature 140 celsius, time 2 hour. The product is OCC=1NC=2N=CN=CC2N1 (2-Hydroxymethyl-3H-imidazo[5,4-d]pyrimidine). Yield: 58.5%. Reaction SMILES: C([O:5][CH2:6][CH3:7])(=O)CO.[NH2:8][C:9]1[C:14]([NH2:15])=[CH:13][N:12]=[CH:11][N:10]=1.C>>[OH:5][CH2:6][C:7]1[NH:8][C:9]2[N:10]=[CH:11][N:12]=[CH:13][C:14]=2[N:15]=1. Procedure details: 8.58 g of ethyl glycolate were added to 2.27 g of 4,5-diaminopyrimidine, and the resulting mixture was stirred at 140° C. for 2 hours. At the end of this time, the reaction mixture was freed from ethyl glycolate by distillation under reduced pressure. The residue thus obtained was decolorized by activated charcoal and crystallized by trituration with ethanol, to give 1.81 g of the title compound having Rf=0.27 (on silica gel thin layer chromatography using a 10:1 by volume mixture of ethyl aceta... Starting materials: Cc1ccnc(Cl)c1Br, C[O-], [Na+], CN(C)C=O. Yields the product COc1nccc(C)c1Br. RXN SMILES: [Br:1][c:2]1[c:3]([Cl:9])[n:4][cH:5][cH:6][c:7]1[CH3:8].[CH3:10][O-:11].[Na+:12].[O:13]=[CH:14][N:15]([CH3:16])[CH3:17]>>[Br:1][c:2]1[c:3]([O:11][CH3:10])[n:4][cH:5][cH:6][c:7]1[CH3:8]. Reactants: O=C1CCC(O)(c2ccc(Br)cn2)CC1, O=C(CNC(=O)c1cccc(C(F)(F)F)c1)NC1CNC1. The product is O=C(CNC(=O)c1cccc(C(F)(F)F)c1)NC1CN(C2CCC(O)(c3ccc(Br)cn3)CC2)C1. RXN SMILES: [Br:1][c:2]1[cH:3][cH:4][c:5]([C:8]2([OH:15])[CH2:9][CH2:10][C:11](=[O:14])[CH2:12][CH2:13]2)[n:6][cH:7]1.[NH:16]1[CH2:17][CH:18]([NH:20][C:21](=[O:22])[CH2:23][NH:24][C:25]([c:26]2[cH:27][c:28]([C:32]([F:33])([F:34])[F:35])[cH:29][cH:30][cH:31]2)=[O:36])[CH2:19]1>>[Br:1][c:2]1[cH:3][cH:4][c:5]([C:8]2([OH:15])[CH2:9][CH2:10][CH:11]([N:16]3[CH2:17][CH:18]([NH:20][C:21](=[O:22])[CH2:23][NH:24][C:25]([c:26]4[cH:27][c:28]([C:32]([F:33])([F:34])[F:35])[cH:29][cH:30][cH:31]4)=[O:36])[CH2:19]3)[CH2:12][CH2:13]2)[n:6][cH:7]1.